Dataset: the Open Reaction Database (ORD), a public repository of structured organic reaction records. Task: describe an organic reaction: reactants, conditions, products, and yield The reactants are C1(CCCCC1)N=C=NC1CCCCC1 (dicyclohexylcarbodiimid), C(=O)N\C(\C(=O)O)=C\C(CP(=O)(OC(C)C)OC(C)C)C (E-2-formylamino-4-methyl-5-diisopropylphosphono-pentenoic acid), C(C1=CC=CC=C1)O (benzyl alcohol). Reagents/catalysts: CN(C)C1=CC=NC=C1 (4-(N,N-dimethylamino)pyridine). Solvent: ClCCl (dichloromethane). Reaction conditions: time 10 hour. Product: C(=O)NC(C(=O)OCC1=CC=CC=C1)\C=C(\CP(=O)(OC(C)C)OC(C)C)/C (Benzyl E-2-formylamino-4-methyl-5-diisopropylphosphono-3-pentenoate). Reaction SMILES: C1(N=C=NC2CCCCC2)CCCCC1.[CH:16]([NH:18]/[C:19](=[CH:23]/[CH:24]([CH3:36])[CH2:25][P:26]([O:32][CH:33]([CH3:35])[CH3:34])([O:28][CH:29]([CH3:31])[CH3:30])=[O:27])/[C:20]([OH:22])=[O:21])=[O:17].[CH2:37](O)[C:38]1[CH:43]=[CH:42][CH:41]=[CH:40][CH:39]=1>CN(C1C=CN=CC=1)C.ClCCl>[CH:16]([NH:18][CH:19](/[CH:23]=[C:24](\[CH3:36])/[CH2:25][P:26]([O:28][CH:29]([CH3:30])[CH3:31])([O:32][CH:33]([CH3:35])[CH3:34])=[O:27])[C:20]([O:22][CH2:37][C:38]1[CH:43]=[CH:42][CH:41]=[CH:40][CH:39]=1)=[O:21])=[O:17]. Procedure details: 11.5 g (56.4 mmols) of dicyclohexylcarbodiimid are added to a solution of 18.1 g (56.4 mmols) of E-2-formylamino-4-methyl-5-diisopropylphosphono-pentenoic acid, 6.1 g (56.4 mmols) of benzyl alcohol and 0.7 g of 4-(N,N-dimethylamino)pyridine in 140 ml of dichloromethane. The reaction mixture is stirred 2 hours in an ice bath and 10 hours at room temperature. The reaction solution is filtrated clear, washed with diluted hydrochloric acid and twice with water, dried over magnesium sulfate and chrom... The product is C(C)C1=NC=2N(C(=C1)NC1=CC=C(C=C1)NC(=O)C1=C(C=CC=C1)S(=O)(=O)O)N=CC2 (2-[N-(4-(5-Ethylpyrazolo[1,5-a]pyrimidine-7-yl)aminophenyl)aminocarbonyl]benzene sulfonic acid). Solvent: ClCCl (dichloromethane). The reactants are NC1=CC=C(C=C1)NC1=CC(=NC=2N1N=CC2)CC (7-[(4-Aminophenyl)amino]-5-ethylpyrazolo[1,5-a]pyrimidine), C1=CC=C2C(=C1)C(=O)OS2(=O)=O (2-sulfobenzoic acid cyclic anhydride). Procedure details: 1.3 g (5.1 mmol) of the amine from Example 14, Step B and 940 mg (5.1 mmol) of 2-sulfobenzoic acid cyclic anhydride were dissolved in 20 ml dichloromethane. A solid material precipitated immediately from the clear solution, and the mixture was stirred at room temperature over night. The pale yellow crystals of the title compound were filtered by suction, heated with ethanol, filtered again after cooling to room temperature, and dried in vacuo, m.p.>320° C. RXN SMILES: [NH2:1][C:2]1[CH:7]=[CH:6][C:5]([NH:8][C:9]2[N:14]3[N:15]=[CH:16][CH:17]=[C:13]3[N:12]=[C:11]([CH2:18][CH3:19])[CH:10]=2)=[CH:4][CH:3]=1.[CH:20]1[CH:25]=[C:24]2[C:26]([O:28][S:29](=[O:31])(=[O:30])[C:23]2=[CH:22][CH:21]=1)=[O:27]>ClCCl>[CH2:18]([C:11]1[CH:10]=[C:9]([NH:8][C:5]2[CH:4]=[CH:3][C:2]([NH:1][C:26]([C:24]3[CH:25]=[CH:20][CH:21]=[CH:22][C:23]=3[S:29]([OH:31])(=[O:30])=[O:28])=[O:27])=[CH:7][CH:6]=2)[N:14]2[N:15]=[CH:16][CH:17]=[C:13]2[N:12]=1)[CH3:19]. The reactants are CC(C)(C)OC(=O)N1CCC(Oc2cccc([N+](=O)[O-])c2)CC1, CCO. Product: CC(C)(C)OC(=O)N1CCC(Oc2cccc(N)c2)CC1. Reaction SMILES: [C:1]([CH3:2])([CH3:3])([CH3:4])[O:5][C:6](=[O:7])[N:8]1[CH2:9][CH2:10][CH:11]([O:14][c:15]2[cH:16][c:17]([N+:21]([O-:22])=[O:23])[cH:18][cH:19][cH:20]2)[CH2:12][CH2:13]1.[CH3:24][CH2:25][OH:26]>>[C:1]([CH3:2])([CH3:3])([CH3:4])[O:5][C:6](=[O:7])[N:8]1[CH2:9][CH2:10][CH:11]([O:14][c:15]2[cH:16][c:17]([NH2:21])[cH:18][cH:19][cH:20]2)[CH2:12][CH2:13]1. The reactants are C(#N)N=C(OC(C)C)C=1C=NC=CC1 (Isopropyl N cyano-3-pyridinecarboximidate), C(C1=CC=CC=C1)OC=1C=C(CN)C=CC1 (3-benzyloxybenzylamine). The solvent is CO (methanol). Conditions: time 2 hour. Yields the product C(#N)NC(=NCC1=CC(=CC=C1)OCC1=CC=CC=C1)C=1C=NC=CC1 (N-cyano-N'-(3-benzyloxybenzyl)-3-pyridinecarboximidamide). Isolated yield 87.5%. RXN SMILES: [C:1]([N:3]=[C:4]([C:9]1[CH:10]=[N:11][CH:12]=[CH:13][CH:14]=1)OC(C)C)#[N:2].[CH2:15]([O:22][C:23]1[CH:24]=[C:25]([CH:28]=[CH:29][CH:30]=1)[CH2:26][NH2:27])[C:16]1[CH:21]=[CH:20][CH:19]=[CH:18][CH:17]=1>CO>[C:1]([NH:3][C:4]([C:9]1[CH:10]=[N:11][CH:12]=[CH:13][CH:14]=1)=[N:27][CH2:26][C:25]1[CH:28]=[CH:29][CH:30]=[C:23]([O:22][CH2:15][C:16]2[CH:21]=[CH:20][CH:19]=[CH:18][CH:17]=2)[CH:24]=1)#[N:2]. Procedure: Isopropyl N cyano-3-pyridinecarboximidate (0.30 g, 1.6 mmol) was dissolved in methanol (10 ml), and 3-benzyloxybenzylamine (0.41 g, 1.9 mmol) was added. The mixture was stirred at room temperature for 2 hours. After the reaction was completed, the reaction solution was concentrated under reduced pressure. The concentrated residue was subjected to chromatography on a silica gel column (WAKO GEL C-200, 30 g). Elution with chloroform-methanol (100:1) was conducted, the eluted fractions were concent... Reactants: OCCNC1=C(N=C(C(=N1)Cl)Cl)Cl ((2-Hydroxyethylamino)-trichloropyrazine), [OH-].[K+] (KOH). Solvent: C1=CC=CC=C1 (benzene). The product is ClC1=NC2=C(OCCN2)N=C1Cl (6,7-Dichloro-3,4-dihydro-2H-pyrazino(2,3-b)(1,4)oxazine). The yield is 29.1%. RXN SMILES: [OH:1][CH2:2][CH2:3][NH:4][C:5]1[N:10]=[C:9]([Cl:11])[C:8]([Cl:12])=[N:7][C:6]=1Cl.[OH-].[K+]>C1C=CC=CC=1>[Cl:11][C:9]1[C:8]([Cl:12])=[N:7][C:6]2[O:1][CH2:2][CH2:3][NH:4][C:5]=2[N:10]=1 |f:1.2|. Procedure: (2-Hydroxyethylamino)-trichloropyrazine (12.1 g, 0.05 mol) and crushed KOH (5 g, 85% assay, 0.075 mol) were contacted in refluxing benzene overnight. The solid phase was filtered out and stirred in water, CH2Cl2, and IPA and refiltered after each wash to give 3 g (30% yield) of an off-white solid. Starting materials: CO, Cl, O=C(O)c1ccc(N2CC3CC2CN3c2cccc(C(F)(F)F)c2)cc1F. The product is COC(=O)c1ccc(N2CC3CC2CN3c2cccc(C(F)(F)F)c2)cc1F. Reaction SMILES: [CH3:29][OH:30].[ClH:28].[F:1][c:2]1[c:3]([C:4](=[O:5])[OH:6])[cH:7][cH:8][c:9]([N:11]2[CH:12]3[CH2:13][N:14]([c:18]4[cH:19][c:20]([C:24]([F:25])([F:26])[F:27])[cH:21][cH:22][cH:23]4)[CH:15]([CH2:16]2)[CH2:17]3)[cH:10]1>>[F:1][c:2]1[c:3]([C:4](=[O:5])[O:6][CH3:29])[cH:7][cH:8][c:9]([N:11]2[CH:12]3[CH2:13][N:14]([c:18]4[cH:19][c:20]([C:24]([F:25])([F:26])[F:27])[cH:21][cH:22][cH:23]4)[CH:15]([CH2:16]2)[CH2:17]3)[cH:10]1. Starting materials: FC1=CC=C(C=C1)S(=O)(=O)NC (4-fluoro-N-methylbenzenesulfonamide), [H-].[Na+] (sodium hydride), ClC1=NC=CC(=N1)C1=CC2=C(N=C(S2)NC(C)=O)C=C1 (N-(6-(2-chloropyrimidin-4-yl)benzo[d]thiazol-2-yl)acetamide), CC1(C2=C(C(=CC=C2)P(C3=CC=CC=C3)C4=CC=CC=C4)OC5=C(C=CC=C51)P(C6=CC=CC=C6)C7=CC=CC=C7)C (Xantphos). The solvent is CN(C)C=O (DMF). Yields the product FC1=CC=C(C=C1)S(=O)(=O)N(C)C1=NC=CC(=N1)C1=CC2=C(N=C(S2)NC(C)=O)C=C1 (N-(6-(2-(4-fluoro-N-methylphenylsulfonamido)pyrimidin-4-yl)benzo[d]thiazol-2-yl)acetamide). Procedure: To a microwave vial equipped with a stir bar, was added 4-fluoro-N-methylbenzenesulfonamide (0.23 g, 1.2 mmol) and DMF (3 ml). Then sodium hydride (0.120 g, 4.9 mmol) was added to the mixture and allowed to stir 30 minutes. Then palladium(II) acetate (0.011 g, 0.049 mmol), N-(6-(2-chloropyrimidin-4-yl)benzo[d]thiazol-2-yl)acetamide (0.150 g, 0.49 mmol) and Xantphos (0.010 g) was added to the mixture. The vial was capped and placed into a CEM Microwave for 10 minutes at 100° C., while 100 watts o... RXN SMILES: [F:1][C:2]1[CH:7]=[CH:6][C:5]([S:8]([NH:11][CH3:12])(=[O:10])=[O:9])=[CH:4][CH:3]=1.[H-].[Na+].Cl[C:16]1[N:21]=[C:20]([C:22]2[CH:34]=[CH:33][C:25]3[N:26]=[C:27]([NH:29][C:30](=[O:32])[CH3:31])[S:28][C:24]=3[CH:23]=2)[CH:19]=[CH:18][N:17]=1.CC1(C)C2C(=C(P(C3C=CC=CC=3)C3C=CC=CC=3)C=CC=2)OC2C(P(C3C=CC=CC=3)C3C=CC=CC=3)=CC=CC1=2>C([O-])(=O)C.[Pd+2].C([O-])(=O)C.CN(C=O)C>[F:1][C:2]1[CH:3]=[CH:4][C:5]([S:8]([N:11]([C:16]2[N:21]=[C:20]([C:22]3[CH:34]=[CH:33][C:25]4[N:26]=[C:27]([NH:29][C:30](=[O:32])[CH3:31])[S:28][C:24]=4[CH:23]=3)[CH:19]=[CH:18][N:17]=2)[CH3:12])(=[O:10])=[O:9])=[CH:6][CH:7]=1 |f:1.2,5.6.7|. The reagents and catalysts are C(C)(=O)[O-].[Pd+2].C(C)(=O)[O-] (palladium(II) acetate). Conditions: time 30 minute.